Dataset: the Open Reaction Database (ORD), a public repository of structured organic reaction records. Task: describe an organic reaction: reactants, conditions, products, and yield Starting materials: COC=1C=CC2=C(N(C(C=N2)=O)CC[C@H]2OC2)N1 (6-Methoxy-4-{2-[(2R)-oxiran-2-yl]ethyl}pyrido[2,3-b]pyrazin-3(4H)-one), N[C@H]1CC(N(C1)C=1C=CC=2OCC(NC2N1)=O)=O (6-[(4S)-4-amino-2-oxopyrrolidin-1-yl]-2H-pyrido[3,2-b][1,4]oxazin-3(4H)-one). The solvent is C(C)O.O (ethanol water). Run at temperature 80 celsius, time 16 hour. Yields the product O[C@@H](CN[C@H]1CC(N(C1)C=1C=CC=2OCC(NC2N1)=O)=O)CCN1C2=C(N=CC1=O)C=CC(=N2)OC (6-[(4S)-4-{[(2R)-2-Hydroxy-4-(6-methoxy-3-oxopyrido[2,3-b]pyrazin-4(3H)-yl)butyl]amino}-2-oxopyrrolidin-1-yl]-2H-pyrido[3,2-b][1,4]oxazin-3(4H)-one). Isolated yield 35.9%. Reaction SMILES: [CH3:1][O:2][C:3]1[CH:4]=[CH:5][C:6]2[N:11]=[CH:10][C:9](=[O:12])[N:8]([CH2:13][CH2:14][C@@H:15]3[CH2:17][O:16]3)[C:7]=2[N:18]=1.[NH2:19][C@@H:20]1[CH2:24][N:23]([C:25]2[CH:26]=[CH:27][C:28]3[O:29][CH2:30][C:31](=[O:35])[NH:32][C:33]=3[N:34]=2)[C:22](=[O:36])[CH2:21]1>C(O)C.O>[OH:16][C@H:15]([CH2:14][CH2:13][N:8]1[C:9](=[O:12])[CH:10]=[N:11][C:6]2[CH:5]=[CH:4][C:3]([O:2][CH3:1])=[N:18][C:7]1=2)[CH2:17][NH:19][C@@H:20]1[CH2:24][N:23]([C:25]2[CH:26]=[CH:27][C:28]3[O:29][CH2:30][C:31](=[O:35])[NH:32][C:33]=3[N:34]=2)[C:22](=[O:36])[CH2:21]1 |f:2.3|. Reported procedure: In a mixed solvent (16 ml) of ethanol-water (9:1) were suspended 6-methoxy-4-{2-[(2R)-oxiran-2-yl]ethyl}pyrido[2,3-b]pyrazin-3(4H)-one (Reference Example 77; 400 mg, 1.62 mmol) and 6-[(4S)-4-amino-2-oxopyrrolidin-1-yl]-2H-pyrido[3,2-b][1,4]oxazin-3(4H)-one (Reference Example 22; 402 mg, 1.62 mmol), and the suspension was stirred in a sealed tube at 80° C. for 16 hours. The solvent was removed from the reaction solution under reduced pressure and the obtained residue was purified by silica gel co... Starting materials: ClC=1C(=NC(=NC1)S(=O)(=O)C)C(=O)O (5-chloro-2-(methylsulfonyl)pyrimidine-4-carboxylic acid), [C@H]1(CCCC2=CC=CC=C12)N ((1R)-1,2,3,4-tetrahydronaphthalene-1-amine), C1(CCCCC1)C(C1CCCCC1)N (dicyclohexylmethylamine). Solvent: CN1C(CCC1)=O (N-methylpyrrolidone). Product: ClC=1C=NC(=NC1)N[C@@H]1CCCC2=CC=CC=C12 (5-chloro-N-[(1R)-1,2,3,4-tetrahydronaphthalen-1-yl]pyrimidine-2-amine). The yield is 11.0%. Reaction SMILES: [Cl:1][C:2]1[C:3](C(O)=O)=[N:4][C:5](S(C)(=O)=O)=[N:6][CH:7]=1.[C@H:15]1([NH2:25])[C:24]2[C:19](=[CH:20][CH:21]=[CH:22][CH:23]=2)[CH2:18][CH2:17][CH2:16]1.C1(C(N)C2CCCCC2)CCCCC1>CN1CCCC1=O>[Cl:1][C:2]1[CH:7]=[N:6][C:5]([NH:25][C@H:15]2[C:24]3[C:19](=[CH:20][CH:21]=[CH:22][CH:23]=3)[CH2:18][CH2:17][CH2:16]2)=[N:4][CH:3]=1. Procedure: 0.20 g (0.84 mmol) of 5-chloro-2-(methylsulfonyl)pyrimidine-4-carboxylic acid, 0.15 g (1.01 mmol) of (1R)-1,2,3,4-tetrahydronaphthalene-1-amine and 0.33 g (1.69 mmol) of dicyclohexylmethylamine in 1.5 ml of N-methylpyrrolidone are heated in a closed cuvette in the microwave at 150° C. for 30 minutes (Biotage Initiator, http://www.biotage.com/DynPage.aspx?id=22001). The crude mixture obtained in this manner is applied to silica gel and purified by column chromatography using the mobile phase hept...